This data is from the Open Reaction Database (ORD), a public repository of structured organic reaction records. The task is: describe an organic reaction: reactants, conditions, products, and yield RXN SMILES: [Br-].[F:2][CH2:3][CH2:4][CH2:5][P+](C1C=CC=CC=1)(C1C=CC=CC=1)C1C=CC=CC=1.CC([O-])(C)C.[K+].[C:31]([C:33]1[CH:38]=[CH:37][C:36]([CH2:39][CH2:40][C@H:41]2[CH2:46][CH2:45][C@H:44]([CH:47]=O)[CH2:43][CH2:42]2)=[CH:35][CH:34]=1)#[N:32]>C1COCC1>[F:2][CH2:3][CH2:4][CH:5]=[CH:47][C@H:44]1[CH2:45][CH2:46][C@H:41]([CH2:40][CH2:39][C:36]2[CH:37]=[CH:38][C:33]([C:31]#[N:32])=[CH:34][CH:35]=2)[CH2:42][CH2:43]1 |f:0.1,2.3|. The product is FCCC=C[C@@H]1CC[C@H](CC1)CCC1=CC=C(C#N)C=C1 (4-(2-(trans-4-(4-fluorobutenyl)cyclohexyl)ethyl)benzonitrile). Procedure details: A mixture of (3-fluoropropyl)triphenylphosphonium bromide (14.7 g, 36.5 millimols) with THF (60 ml) was cooled down to -20° C., followed by adding t-BuOK (4.1 g, 36.5 millimols) to the mixture, stirring for one hour, dropwise adding to the mixture, a THF (50 ml) solution of trans-4-(2-(4-cyanophenyl)ethyl)cyclohexanecarbaldehyde (9.0 g, 30.2 millimols so as to keep the temperature at -20° C. or lower, stirring the mixture at the same temperature for 2 hours, and treating the product in the same ... Solvent: C1CCOC1 (THF), C1CCOC1 (THF). Reactants: [Br-].FCCC[P+](C1=CC=CC=C1)(C1=CC=CC=C1)C1=CC=CC=C1 ((3-fluoropropyl)triphenylphosphonium bromide), C(#N)C1=CC=C(C=C1)CC[C@@H]1CC[C@H](CC1)C=O (trans-4-(2-(4-cyanophenyl)ethyl)cyclohexanecarbaldehyde), CC(C)(C)[O-].[K+] (t-BuOK). Reaction conditions: temperature -20 celsius, time 1 hour. The reactants are CCOC(=O)CC(NC(=O)Cn1c(C)ccc(NC(=O)OCc2ccccc2)c1=O)c1cccnc1, CCO, [H][H]. Yields the product CCOC(=O)CC(NC(=O)Cn1c(C)ccc(N)c1=O)c1cccnc1. RXN SMILES: [CH2:1]([CH3:2])[O:3][C:4]([CH2:5][CH:6]([c:7]1[cH:8][n:9][cH:10][cH:11][cH:12]1)[NH:13][C:14]([CH2:15][n:16]1[c:17](=[O:34])[c:18]([NH:23][C:24]([O:25][CH2:26][c:27]2[cH:28][cH:29][cH:30][cH:31][cH:32]2)=[O:33])[cH:19][cH:20][c:21]1[CH3:22])=[O:35])=[O:36].[CH3:39][CH2:40][OH:41].[H:37][H:38]>>[CH2:1]([CH3:2])[O:3][C:4]([CH2:5][CH:6]([c:7]1[cH:8][n:9][cH:10][cH:11][cH:12]1)[NH:13][C:14]([CH2:15][n:16]1[c:17](=[O:34])[c:18]([NH2:23])[cH:19][cH:20][c:21]1[CH3:22])=[O:35])=[O:36].